Dataset: the Open Reaction Database (ORD), a public repository of structured organic reaction records. Task: describe an organic reaction: reactants, conditions, products, and yield Reactants: NCCCN1CCN(CC1)CC1=CC=C(C=C1)Cl (1-(3-Aminopropyl)-4-(4-chlorobenzyl)piperazine), C1(CCCCC1)N=C=S (cyclohexyl isothiocyanate). The solvent is C(Cl)Cl (methylene chloride). Product: ClC1=CC=C(CN2CCN(CC2)CCCNC(=S)NC2CCCCC2)C=C1 (1-{3-[4-(4-Chlorobenzyl)piperazin-1-yl]propyl}-3-cyclohexylthiourea). Isolated yield 36.4%. RXN SMILES: [NH2:1][CH2:2][CH2:3][CH2:4][N:5]1[CH2:10][CH2:9][N:8]([CH2:11][C:12]2[CH:17]=[CH:16][C:15]([Cl:18])=[CH:14][CH:13]=2)[CH2:7][CH2:6]1.[CH:19]1([N:25]=[C:26]=[S:27])[CH2:24][CH2:23][CH2:22][CH2:21][CH2:20]1>C(Cl)Cl>[Cl:18][C:15]1[CH:14]=[CH:13][C:12]([CH2:11][N:8]2[CH2:9][CH2:10][N:5]([CH2:4][CH2:3][CH2:2][NH:1][C:26]([NH:25][CH:19]3[CH2:24][CH2:23][CH2:22][CH2:21][CH2:20]3)=[S:27])[CH2:6][CH2:7]2)=[CH:17][CH:16]=1. Reported procedure: 1-(3-Aminopropyl)-4-(4-chlorobenzyl)piperazine (5.36 g; 20 mmole) was reacted with cyclohexyl isothiocyanate (2.82 g; 20 mmole) in methylene chloride (35 ml) for two hours in the manner described in Example 17. The crude product was isolated and chromatographed on silica gel in analogous manner. The product, on recrystallization from ethanol, yielded the title compound (2.98 g; 36% yield) as colorless crystals, m.p. 127°-128° C.